This data is from the Open Reaction Database (ORD), a public repository of structured organic reaction records. The task is: describe an organic reaction: reactants, conditions, products, and yield The reactants are CC(C)c1nc2cc(C(=O)N3CCC(c4cccnc4)C3)ccc2n1-c1ccc(OC(F)(F)F)cc1, CC(C)n1c(-c2ccc(OC(F)(F)F)cc2)nc2cc(C(=O)O)cnc21, CC(C)c1nc2cc(C(=O)O)ccc2n1-c1ccc(OC(F)(F)F)cc1. Product: CC(C)n1c(-c2ccc(OC(F)(F)F)cc2)nc2cc(C(=O)N3CCC(c4cccnc4)C3)cnc21. Reaction SMILES: [CH:1]([c:2]1[n:3](-[c:4]2[cH:5][cH:6][c:7]([O:8][C:9]([F:10])([F:11])[F:12])[cH:13][cH:14]2)[c:15]2[cH:16][cH:17][c:18]([C:19](=[O:20])[N:26]3[CH2:27][CH:28]([c:31]4[cH:32][n:33][cH:34][cH:35][cH:36]4)[CH2:29][CH2:30]3)[cH:21][c:22]2[n:23]1)([CH3:24])[CH3:25].[CH:37]([CH3:38])([CH3:39])[n:40]1[c:41](-[c:52]2[cH:53][cH:54][c:55]([O:58][C:59]([F:60])([F:61])[F:62])[cH:56][cH:57]2)[n:42][c:43]2[c:44]1[n:45][cH:46][c:47]([C:49](=[O:50])[OH:51])[cH:48]2.[CH:63]([c:64]1[n:65](-[c:66]2[cH:67][cH:68][c:69]([O:70][C:71]([F:72])([F:73])[F:74])[cH:75][cH:76]2)[c:77]2[cH:78][cH:79][c:80]([C:81]([OH:82])=[O:83])[cH:84][c:85]2[n:86]1)([CH3:87])[CH3:88]>>[N:26]1([C:49]([c:47]2[cH:46][n:45][c:44]3[n:40]([CH:37]([CH3:38])[CH3:39])[c:41](-[c:52]4[cH:53][cH:54][c:55]([O:58][C:59]([F:60])([F:61])[F:62])[cH:56][cH:57]4)[n:42][c:43]3[cH:48]2)=[O:51])[CH2:27][CH:28]([c:31]2[cH:32][n:33][cH:34][cH:35][cH:36]2)[CH2:29][CH2:30]1. Reactants: C(C1=CC=CC=C1)(C1=CC=CC=C1)(C1=CC=CC=C1)N1C=NC(=C1)C(CCO)O (1-(1-Trityl-1H-imidazol-4-yl)-1,3-propanediol). The reagents and catalysts are [O-2].[O-2].[Mn+4] (manganese dioxide). Run in ClCCl (dichloromethane). Conditions: time 66 hour. The product is OCCC(=O)C=1N=CN(C1)C(C1=CC=CC=C1)(C1=CC=CC=C1)C1=CC=CC=C1 (3-hydroxy-1-(1-trityl-1H-imidazol-4-yl)-1-propanone). Yield: 95.6%. Reaction SMILES: [C:1]([N:20]1[CH:24]=[C:23]([CH:25]([OH:29])[CH2:26][CH2:27][OH:28])[N:22]=[CH:21]1)([C:14]1[CH:19]=[CH:18][CH:17]=[CH:16][CH:15]=1)([C:8]1[CH:13]=[CH:12][CH:11]=[CH:10][CH:9]=1)[C:2]1[CH:7]=[CH:6][CH:5]=[CH:4][CH:3]=1>ClCCl.[O-2].[O-2].[Mn+4]>[OH:28][CH2:27][CH2:26][C:25]([C:23]1[N:22]=[CH:21][N:20]([C:1]([C:14]2[CH:19]=[CH:18][CH:17]=[CH:16][CH:15]=2)([C:8]2[CH:9]=[CH:10][CH:11]=[CH:12][CH:13]=2)[C:2]2[CH:7]=[CH:6][CH:5]=[CH:4][CH:3]=2)[CH:24]=1)=[O:29] |f:2.3.4|. Procedure: 1-(1-Trityl-1H-imidazol-4-yl)-1,3-propanediol (135.9 g) was dissolved in dichloromethane (1.76 L) and manganese dioxide (262 g) was added, which was followed by vigorous stirring at room temperature for 66 h. An insoluble material was filtered off by celite filtration and the filtrate was concentrated to dryness. The residue was suspended in ethyl acetate (1.5 L) and an aqueous solution (1 M; 3.5 L) of Rochelle salt was added, which was followed by stirring with a mechanical stirrer for 3 days. ... Reactants: CC(=O)[O-], CC(=O)[O-], CCC(CC)(c1ccc(C=CC(O)(C(F)(F)F)C(F)(F)F)c(C)c1)c1ccc(B2OC(C)(C)C(C)(C)O2)c(C)c1, COC(=O)Cc1ccc(Br)cc1, Cc1ccccc1, COc1cccc(OC)c1-c1ccccc1P(C1CCCCC1)C1CCCCC1, [K+], [K+], [K+], O, O=P([O-])([O-])[O-], [Pd+2]. Yields the product CCC(CC)(c1ccc(C=CC(O)(C(F)(F)F)C(F)(F)F)c(C)c1)c1ccc(-c2ccc(CC(=O)OC)cc2)c(C)c1. As a reaction SMILES: [C:102]([O-:103])(=[O:104])[CH3:105].[C:97]([O-:98])(=[O:99])[CH3:100].[CH2:38]([CH3:39])[C:40]([CH2:41][CH3:42])([c:43]1[cH:44][c:45]([CH3:58])[c:46]([B:49]2[O:50][C:51]([CH3:52])([CH3:53])[C:54]([CH3:55])([CH3:56])[O:57]2)[cH:47][cH:48]1)[c:59]1[cH:60][c:61]([CH3:77])[c:62]([CH:65]=[CH:66][C:67]([C:68]([F:69])([F:70])[F:71])([OH:72])[C:73]([F:74])([F:75])[F:76])[cH:63][cH:64]1.[CH3:78][O:79][C:80]([CH2:81][c:82]1[cH:83][cH:84][c:85]([Br:88])[cH:86][cH:87]1)=[O:89].[CH3:90][c:91]1[cH:92][cH:93][cH:94][cH:95][cH:96]1.[CH:1]1([P:2]([CH:3]2[CH2:4][CH2:5][CH2:6][CH2:7][CH2:8]2)[c:9]2[cH:10][cH:11][cH:12][cH:13][c:14]2-[c:15]2[c:16]([O:17][CH3:18])[cH:19][cH:20][cH:21][c:22]2[O:23][CH3:24])[CH2:25][CH2:26][CH2:27][CH2:28][CH2:29]1.[K+:35].[K+:36].[K+:37].[OH2:106].[P:30]([O-:31])([O-:32])([O-:33])=[O:34].[Pd+2:101]>>[CH2:38]([CH3:39])[C:40]([CH2:41][CH3:42])([c:43]1[cH:44][c:45]([CH3:58])[c:46](-[c:85]2[cH:84][cH:83][c:82]([CH2:81][C:80]([O:79][CH3:78])=[O:89])[cH:87][cH:86]2)[cH:47][cH:48]1)[c:59]1[cH:60][c:61]([CH3:77])[c:62]([CH:65]=[CH:66][C:67]([C:68]([F:69])([F:70])[F:71])([OH:72])[C:73]([F:74])([F:75])[F:76])[cH:63][cH:64]1. Procedure: A mixture of 19.2 parts of 1,2-epoxy-3-(2-propylphenoxy) propane, 23.4 parts of ethyl 6-hydroxy-4-oxo-4H-1-benzopyran-2-carboxylate and 0.1 parts of benzyl trimethylammonium hydroxide in 50 parts of dimethyl formamide was heated under reflux for 3 hours. The solvent was evaporated under reduced pressure and the oil remaining dissolved in ethyl acetate. The solution was washed with dilute sodium hydroxide and water, dried over magnesium sulphate, filtered and evaporated to leave an oil. The oil w... The product is 10.5, OC(COC=1C=CC2=C(C(C=C(O2)C(=O)O)=O)C1)COC1=C(C=CC=C1)CCC (6-[2-hydroxy-3-(2-propylphenoxy)propoxy]-4-oxo-4H-1-benzopyran-2-carboxylic acid). As a reaction SMILES: [O:1]1[CH:3]([CH2:4][O:5][C:6]2[CH:11]=[CH:10][CH:9]=[CH:8][C:7]=2[CH2:12][CH2:13][CH3:14])[CH2:2]1.[OH:15][C:16]1[CH:17]=[CH:18][C:19]2[O:24][C:23]([C:25]([O:27]CC)=[O:26])=[CH:22][C:21](=[O:30])[C:20]=2[CH:31]=1.[OH-].C([N+](C)(C)C)C1C=CC=CC=1.C(=O)(O)[O-].[Na+]>C(O)C.O.CN(C)C=O>[OH:1][CH:3]([CH2:4][O:5][C:6]1[CH:11]=[CH:10][CH:9]=[CH:8][C:7]=1[CH2:12][CH2:13][CH3:14])[CH2:2][O:15][C:16]1[CH:17]=[CH:18][C:19]2[O:24][C:23]([C:25]([OH:27])=[O:26])=[CH:22][C:21](=[O:30])[C:20]=2[CH:31]=1 |f:2.3,4.5|. Run in C(C)O (ethyl alcohol), CN(C=O)C (dimethyl formamide), O (water), C(C)O (ethyl alcohol). The reactants are 19.2, O1CC1COC1=C(C=CC=C1)CCC (1,2-epoxy-3-(2-propylphenoxy) propane), OC=1C=CC2=C(C(C=C(O2)C(=O)OCC)=O)C1 (ethyl 6-hydroxy-4-oxo-4H-1-benzopyran-2-carboxylate), [OH-].C(C1=CC=CC=C1)[N+](C)(C)C (benzyl trimethylammonium hydroxide), C([O-])(O)=O.[Na+] (sodium bicarbonate).